describe an organic reaction: reactants, conditions, products, and yield From a dataset of the Open Reaction Database (ORD), a public repository of structured organic reaction records. The product is Oc1ccc(OCc2ccc3ccccc3n2)cc1C1(c2ccccc2)CC2CCC1C2. The reactants are O=C([O-])[O-], ClCc1ccc2ccccc2n1, Cl, [I-], [K+], [K+], [K+], CN(C)C=O, Oc1ccc(O)c(C2(c3ccccc3)CC3CCC2C3)c1. Reaction SMILES: [C:3](=[O:4])([O-:5])[O-:6].[Cl:30][CH2:31][c:32]1[n:33][c:34]2[cH:35][cH:36][cH:37][cH:38][c:39]2[cH:40][cH:41]1.[ClH:42].[I-:2].[K+:1].[K+:7].[K+:8].[O:43]=[CH:44][N:45]([CH3:46])[CH3:47].[c:9]1([C:15]2([c:22]3[c:23]([OH:29])[cH:24][cH:25][c:26]([OH:28])[cH:27]3)[CH:16]3[CH2:17][CH2:18][CH:19]([CH2:20]2)[CH2:21]3)[cH:10][cH:11][cH:12][cH:13][cH:14]1>>[c:9]1([C:15]2([c:22]3[c:23]([OH:29])[cH:24][cH:25][c:26]([O:28][CH2:31][c:32]4[n:33][c:34]5[cH:35][cH:36][cH:37][cH:38][c:39]5[cH:40][cH:41]4)[cH:27]3)[CH:16]3[CH2:17][CH2:18][CH:19]([CH2:20]2)[CH2:21]3)[cH:10][cH:11][cH:12][cH:13][cH:14]1. The reactants are O=C1CCc2c1cccc2C(=O)c1ccccc1, [Li]CCCC, CCCCCC, C1CCOC1, C1CSCSC1. Yields the product O=C(c1ccccc1)c1cccc2c1CCC2(O)C1SCCCS1. As a reaction SMILES: [C:17]([c:18]1[cH:19][cH:20][cH:21][cH:22][cH:23]1)(=[O:24])[c:25]1[c:26]2[c:30]([cH:31][cH:32][cH:33]1)[C:29](=[O:34])[CH2:28][CH2:27]2.[CH2:12]([Li:13])[CH2:14][CH2:15][CH3:16].[CH3:35][CH2:36][CH2:37][CH2:38][CH2:39][CH3:40].[O:1]1[CH2:2][CH2:3][CH2:4][CH2:5]1.[S:6]1[CH2:7][S:8][CH2:9][CH2:10][CH2:11]1>>[S:6]1[CH:7]([C:29]2([OH:34])[CH2:28][CH2:27][c:26]3[c:25]([C:17]([c:18]4[cH:19][cH:20][cH:21][cH:22][cH:23]4)=[O:24])[cH:33][cH:32][cH:31][c:30]32)[S:8][CH2:9][CH2:10][CH2:11]1.